This data is from the Open Reaction Database (ORD), a public repository of structured organic reaction records. The task is: describe an organic reaction: reactants, conditions, products, and yield The reactants are C(C)OP(=O)(OCC)CC(=O)NNC1=NC=2C=CC3=C(C2N(C1=O)CC1=C(C=C(C=C1)OC)OC)C=CC=C3 (3-(2-diethoxyphosphorylacetyl)hydrazino-1-(2,4-dimethoxybenzyl)benzo[f]quinoxalin-2(1H)-one). The solvent is C(C)(=O)O (acetic acid). Yields the product C(C)OP(=O)(OCC)CC1=NN=C2N1C=1C=CC3=C(C1NC2=O)C=CC=C3 (3-[(Diethoxyphosphoryl)methyl]benzo[f]-1,2,4-triazolo[4,3-a]quinoxalin-12(11H)-one). Isolated yield 52.2%. RXN SMILES: [CH2:1]([O:3][P:4]([CH2:9][C:10]([NH:12][NH:13][C:14]1[C:23](=[O:24])[N:22](CC2C=CC(OC)=CC=2OC)[C:21]2[C:20]3[CH:36]=[CH:37][CH:38]=[CH:39][C:19]=3[CH:18]=[CH:17][C:16]=2[N:15]=1)=O)([O:6][CH2:7][CH3:8])=[O:5])[CH3:2]>C(O)(=O)C>[CH2:1]([O:3][P:4]([CH2:9][C:10]1[N:15]2[C:16]3[CH:17]=[CH:18][C:19]4[CH:39]=[CH:38][CH:37]=[CH:36][C:20]=4[C:21]=3[NH:22][C:23](=[O:24])[C:14]2=[N:13][N:12]=1)([O:6][CH2:7][CH3:8])=[O:5])[CH3:2]. Procedure details: A solution of 3-(2-diethoxyphosphorylacetyl)hydrazino-1-(2,4-dimethoxybenzyl)benzo[f]quinoxalin-2(1H)-one (1.1 g crude product) and glacial acetic acid (40 ml) was heated under reflux for 12 h. The mixture was evaporated to dryness. The residue was recrystallized from isopropanol to give 400 mg of the title compound m.p. 195°-197° C. 1H-NMR (DMSO-d6): δ 1.18 (t, 6H), 4.08 (quint, 4H), 4.35 (d, 2H), 7.68 (m, 2H), 7.90 (d, 1H), 8.08 (m, 1H), 8.35 (d, 1H), 8.82 (m, 1H), 12.25 (s, 1H).